Dataset: the Open Reaction Database (ORD), a public repository of structured organic reaction records. Task: describe an organic reaction: reactants, conditions, products, and yield The yield is 72.0%. The solvent is ClCCl (dichloromethane). Procedure: 4.28 g of 7-amino-3-methylceph-3-em-4-carboxylic acid are suspended under a nitrogen atmosphere in 80 ml of dry dichloromethane, and mixed with 5.4 ml of N,O-bis(trimethylsilyl)acetamide. The preparation is stirred at room temperature until a clear solution is present, and then cooled to -15°. 8.4 g of 2-(2-amino-4-thiazolyl)-2-oxothioacetic-acid-S-benzothiazol-2-ylester are added, and stirred for one hour at -15°, one hour at 0° and then two hours at +20°. The solvent is carefully drawn off on ... The product is NC=1SC=C(N1)C(C(=O)NC1[C@@H]2N(C(=C(CS2)C)C(=O)O)C1=O)=O (7-[[(2-amino-4-thiazolyl)-2-oxoacetyl]amino]-3-methylceph-3-em-4-carboxylic acid). Reaction SMILES: [NH2:1][CH:2]1[C:13](=[O:14])[N:4]2[C:5]([C:10]([OH:12])=[O:11])=[C:6]([CH3:9])[CH2:7][S:8][C@H:3]12.C/C(/O[Si](C)(C)C)=N\[Si](C)(C)C.S1C2C=CC=CC=2N=C1S[C:37](=[O:46])[C:38]([C:40]1[N:41]=[C:42]([NH2:45])[S:43][CH:44]=1)=[O:39]>ClCCl>[NH2:45][C:42]1[S:43][CH:44]=[C:40]([C:38](=[O:39])[C:37]([NH:1][CH:2]2[C:13](=[O:14])[N:4]3[C:5]([C:10]([OH:12])=[O:11])=[C:6]([CH3:9])[CH2:7][S:8][C@H:3]23)=[O:46])[N:41]=1. Starting materials: NC1[C@@H]2N(C(=C(CS2)C)C(=O)O)C1=O (7-amino-3-methylceph-3-em-4-carboxylic acid), C/C(=N\[Si](C)(C)C)/O[Si](C)(C)C (N,O-bis(trimethylsilyl)acetamide), S1C(=NC2=C1C=CC=C2)SC(C(=O)C=2N=C(SC2)N)=O (2-(2-amino-4-thiazolyl)-2-oxothioacetic-acid-S-benzothiazol-2-ylester). The reactants are CN(C)C=O, O=C(O)c1cc(OCC(F)(F)F)ccc1OCC(F)(F)F, O=S(Cl)Cl. Yields the product O=C(Cl)c1cc(OCC(F)(F)F)ccc1OCC(F)(F)F. As a reaction SMILES: [CH3:26][N:27]([CH3:28])[CH:29]=[O:30].[F:1][C:2]([CH2:3][O:4][c:5]1[c:6]([C:7](=[O:8])[OH:9])[cH:10][c:11]([O:14][CH2:15][C:16]([F:17])([F:18])[F:19])[cH:12][cH:13]1)([F:20])[F:21].[S:22]([Cl:23])([Cl:24])=[O:25]>>[F:1][C:2]([CH2:3][O:4][c:5]1[c:6]([C:7](=[O:8])[Cl:24])[cH:10][c:11]([O:14][CH2:15][C:16]([F:17])([F:18])[F:19])[cH:12][cH:13]1)([F:20])[F:21]. The reactants are ClC1=C(C=CC(=C1)Cl)S (2,4-dichlorothiophenol), 3-chloro-4-fluoro-benzadehyde 3-chloro-3-fluoro-benzaldehyde, NCCCCCCO (6-amino-1-hexanol), BrC1=C(C=CC=C1)S (2-bromothiophenol), ClC1=C(C=O)C=CC=C1 (2-chlorobenzaldehyde), C(C)(=O)N1CCNCCC1 (4-acetylhomopiperazine). The product is BrC1=C(C=CC=C1)SC1=C(C=C(C=C1)\C=C\C(=O)N1CCN(CCC1)C(C)=O)Cl ((2-Bromophenyl)[2-chloro-4-(E-((4-acetylhomopiperazin-1-yl)carbonyl)ethenyl)phenyl]sulfide). RXN SMILES: [Cl:1][C:2]1[CH:7]=[C:6](Cl)[CH:5]=[CH:4][C:3]=1[SH:9].[Br:10][C:11]1[CH:16]=[CH:15][CH:14]=[CH:13][C:12]=1S.ClC1C=CC=[CH:23][C:20]=1[CH:21]=[O:22].NCCCCCCO.[C:35]([N:38]1[CH2:44][CH2:43][CH2:42][NH:41][CH2:40][CH2:39]1)(=[O:37])[CH3:36]>>[Br:10][C:11]1[CH:16]=[CH:15][CH:14]=[CH:13][C:12]=1[S:9][C:3]1[CH:4]=[CH:5][C:6](/[CH:23]=[CH:20]/[C:21]([N:41]2[CH2:42][CH2:43][CH2:44][N:38]([C:35](=[O:37])[CH3:36])[CH2:39][CH2:40]2)=[O:22])=[CH:7][C:2]=1[Cl:1]. Procedure: The title compound was prepared by the procedures described in Example 1 substituting 2,4-dichlorothiophenol with 2-bromothiophenol, 2-chlorobenzaldehyde with 3-chloro-4-fluoro-benzadehyde 3-chloro-3-fluoro-benzaldehyde, and 6-amino-1-hexanol with 4-acetylhomopiperazine. 1H NMR (DMSO-d6, 300 MHz) δ 8.10 (m, 1H), 7.81 (d, J=7.7 Hz, 1H), 7.64 (m, 1H), 7.24-7.51 (m, 5H), 7.05 (m, 1H), 3.39-3.77 (m, 8H), 1.97 (m, 3H), 1.68 (m, 2H). HRMS calculated for C22H22N2O2S1Br1Cl1: 493.0352. Observed: 493.0352... The reactants are P(C)(C)C (PMe3), N(=C=S)C=1C=NC=CC1N1C[C@H](CCC1)NC(OC(C)(C)C)=O (tert-butyl ((3S)-1-(3-isothiocyanato-4-pyridinyl)-3-piperidinyl)carbamate), PTFE, PTFE, N(=[N+]=[N-])C=1C=NC=CC1N1C[C@H](CCC1)NC(OC(C)(C)C)=O (tert-butyl ((3S)-1-(3-azido-4-pyridinyl)-3-piperidinyl)carbamate), PTFE. The solvent is C1CCOC1 (THF), C1CCOC1 (THF). Reaction conditions: time 10 minute. Yields the product CP(C)(C)=NC=1C=NC=CC1N1C[C@H](CCC1)NC(OC(C)(C)C)=O ((S)-tert-butyl (1-(3-((trimethylphosphoranylidene)amino)pyridin-4-yl)piperidin-3-yl)carbamate). Reaction SMILES: [N:1]([C:4]1[CH:5]=[N:6][CH:7]=[CH:8][C:9]=1[N:10]1[CH2:15][CH2:14][CH2:13][C@H:12]([NH:16][C:17](=[O:23])[O:18][C:19]([CH3:22])([CH3:21])[CH3:20])[CH2:11]1)=C=S.N(C1C=NC=CC=1N1CCC[C@H](NC(=O)OC(C)(C)C)C1)=[N+]=[N-].[P:47]([CH3:50])([CH3:49])[CH3:48]>C1COCC1>[CH3:48][P:47](=[N:1][C:4]1[CH:5]=[N:6][CH:7]=[CH:8][C:9]=1[N:10]1[CH2:15][CH2:14][CH2:13][C@H:12]([NH:16][C:17](=[O:23])[O:18][C:19]([CH3:22])([CH3:21])[CH3:20])[CH2:11]1)([CH3:50])[CH3:49]. Reported procedure: tert-butyl ((3S)-1-(3-isothiocyanato-4-pyridinyl)-3-piperidinyl)carbamate. A dry, 3 neck, 100 mL Morton flask was configured as follows: opening 1: septa/Ar inlet; opening 2 (center): septa/PTFE addition needle; opening 3: septa. The flask was charged with tert-butyl ((3S)-1-(3-azido-4-pyridinyl)-3-piperidinyl)carbamate (3.25 g, 10.22 mmol), a stirbar, and dry THF (10 mL). The slurry was stirred for 10 min, and immersed into an ice-water bath. A syringe charged with 1.0 M PMe3 in THF (10.73 mL, ...